From a dataset of the Open Reaction Database (ORD), a public repository of structured organic reaction records. describe an organic reaction: reactants, conditions, products, and yield Starting materials: C1(=CC=CC2=CC=CC=C12)C1=C(C=CC=C1)C (2-(1-Naphthyl)toluene), BrN1C(CCC1=O)=O (N-bromo-succinimide). Reagents/catalysts: N(=NC(C#N)(C)C)C(C#N)(C)C (azobisisobutyronitrile). Solvent: ClC(Cl)(Cl)Cl (tetrachloro-methane). Product: C1(=CC=CC2=CC=CC=C12)C1=C(CBr)C=CC=C1 (2-(1-Naphthyl)benzyl bromide). Isolated yield 91.2%. As a reaction SMILES: [C:1]1([C:11]2[CH:16]=[CH:15][CH:14]=[CH:13][C:12]=2[CH3:17])[C:10]2[C:5](=[CH:6][CH:7]=[CH:8][CH:9]=2)[CH:4]=[CH:3][CH:2]=1.[Br:18]N1C(=O)CCC1=O>ClC(Cl)(Cl)Cl.N(C(C)(C)C#N)=NC(C)(C)C#N>[C:1]1([C:11]2[CH:16]=[CH:15][CH:14]=[CH:13][C:12]=2[CH2:17][Br:18])[C:10]2[C:5](=[CH:6][CH:7]=[CH:8][CH:9]=2)[CH:4]=[CH:3][CH:2]=1. Procedure details: 114 g (0.52 mol) of 18 and 103 g (0.58 mol) of N-bromo-succinimide were dissolved in 2000 cm3 of tetrachloro-methane at room temperature, 3 g of azobisisobutyronitrile were added, and the mixture was refluxed for 4 hours. The succinimide which precipitated was filtered off, the solvent was removed in vacuo, and the residue was purified by filtration through 1000 g of silica gel (hexane/methylene chloride 9:1), giving 141 g (82%) of 19 as a colorless lachrymatory oil. Reactants: C(C)OC(=O)C1(CCNCC1)CCOC (4-(2-methoxy-ethyl)-piperidine-4-carboxylic acid ethyl ester), ClC1=C(C=CC=C1)S(=O)(=O)Cl (2-chlorobenzenesulfonyl chloride), CSC1=CC=C(N)C=C1 (4-(methylmercapto)-aniline). The product is ClC1=C(C=CC=C1)S(=O)(=O)N1CCC2(CCN(C2=O)C2=CC=C(C=C2)SC)CC1 (8-(2-Chloro-benzenesulfonyl)-2-(4-methylsulfanyl-phenyl)-2,8-diaza-spiro[4.5]decan-1-one). As a reaction SMILES: C(O[C:4]([C:6]1([CH2:12][CH2:13]OC)[CH2:11][CH2:10][NH:9][CH2:8][CH2:7]1)=[O:5])C.[Cl:16][C:17]1[CH:22]=[CH:21][CH:20]=[CH:19][C:18]=1[S:23](Cl)(=[O:25])=[O:24].[CH3:27][S:28][C:29]1[CH:35]=[CH:34][C:32]([NH2:33])=[CH:31][CH:30]=1>>[Cl:16][C:17]1[CH:22]=[CH:21][CH:20]=[CH:19][C:18]=1[S:23]([N:9]1[CH2:8][CH2:7][C:6]2([C:4](=[O:5])[N:33]([C:32]3[CH:34]=[CH:35][C:29]([S:28][CH3:27])=[CH:30][CH:31]=3)[CH2:13][CH2:12]2)[CH2:11][CH2:10]1)(=[O:25])=[O:24]. Procedure: Off-white solid. MS (ESI): 451.09 (MH+). This example was prepared in analogy to example 1 step C) to D) from 4-(2-methoxy-ethyl)-piperidine-4-carboxylic acid ethyl ester (example 1 step B)), 2-chlorobenzenesulfonyl chloride and 4-(methylmercapto)-aniline. Starting materials: C=1C2=C(OC1CO)C=1C=CC=3C=CC=CC3C1C=C2 (Phenanthro[1,2-b]furan-2-methanol), [Mn](=O)(=O)([O-])[O-].[Ba+2] (barium manganate). Solvent: C(Cl)Cl (CH2Cl2). Product: C=1C2=C(OC1C=O)C=1C=CC=3C=CC=CC3C1C=C2 (phenanthro[1,2-b]furan-2-carbaldehyde). The yield is 89.3%. As a reaction SMILES: [CH:1]1[C:2]2[CH:19]=[CH:18][C:17]3[C:16]4[CH:15]=[CH:14][CH:13]=[CH:12][C:11]=4[CH:10]=[CH:9][C:8]=3[C:3]=2[O:4][C:5]=1[CH2:6][OH:7].[Mn]([O-])([O-])(=O)=O.[Ba+2]>C(Cl)Cl>[CH:1]1[C:2]2[CH:19]=[CH:18][C:17]3[C:16]4[CH:15]=[CH:14][CH:13]=[CH:12][C:11]=4[CH:10]=[CH:9][C:8]=3[C:3]=2[O:4][C:5]=1[CH:6]=[O:7] |f:1.2|. Procedure details: To a RB flask equipped with magnetic stirring bar, reflux condenser, N2 inlet line with bubbler was added phenanthro[1,2-b]furan-2-methanol (14A, 5.84 g, 23.5 mmol), barium manganate (Aldrich, 12.06 g, 47 mmol) and dry CH2Cl2 (400 mL). The mixture was refluxed for 6 h, filtered and the resulting dark yellow solution filtered through a small plug of SiO2 to remove inorganic salts and polar baseline material. The solvent was then removed by rotary evaporation and the crude material recrystallized ...